This data is from the Open Reaction Database (ORD), a public repository of structured organic reaction records. The task is: describe an organic reaction: reactants, conditions, products, and yield The reactants are N#CCCCBr, O=C([O-])[O-], CC#N, [K+], [K+], OCC1CCCNC1. The product is N#CCCCN1CCCC(CO)C1. RXN SMILES: [Br:15][CH2:16][CH2:17][CH2:18][C:19]#[N:20].[C:9](=[O:10])([O-:11])[O-:12].[CH3:21][C:22]#[N:23].[K+:13].[K+:14].[NH:1]1[CH2:2][CH:3]([CH2:7][OH:8])[CH2:4][CH2:5][CH2:6]1>>[N:1]1([CH2:16][CH2:17][CH2:18][C:19]#[N:20])[CH2:2][CH:3]([CH2:7][OH:8])[CH2:4][CH2:5][CH2:6]1. The reactants are CSc1ncc2cc(-c3cc(C(N)=O)ccc3C)c(=O)n(C)c2n1, O=S(Cl)Cl. The product is CSc1ncc2cc(-c3cc(C#N)ccc3C)c(=O)n(C)c2n1. Reaction SMILES: [CH3:1][c:2]1[c:3](-[c:11]2[cH:12][c:13]3[c:14]([n:15][c:16]([S:19][CH3:20])[n:17][cH:18]3)[n:21]([CH3:24])[c:22]2=[O:23])[cH:4][c:5]([C:6](=[O:7])[NH2:8])[cH:9][cH:10]1.[S:25]([Cl:26])([Cl:27])=[O:28]>>[CH3:1][c:2]1[c:3](-[c:11]2[cH:12][c:13]3[c:14]([n:15][c:16]([S:19][CH3:20])[n:17][cH:18]3)[n:21]([CH3:24])[c:22]2=[O:23])[cH:4][c:5]([C:6]#[N:8])[cH:9][cH:10]1. Reactants: ClC=1C=C(C=CC1)S(=O)(=O)N1CCOC2=C1C=C(C=C2)C(=O)NC2=CC(=C(C(=O)O)C=C2)F (4-{[4-(3-Chloro-benzenesulfonyl)-3,4-dihydro-2H-benzo[1,4]oxazine-6-carbonyl]-amino}-2-fluoro-benzoic acid), ClC=1C=C(C=CC1)S(=O)(=O)Cl (3-chloro-benzenesulfonyl chloride). The product is C(C)OC(C1=C(C=C(C=C1)NC(=O)C=1C=CC2=C(N(CCO2)S(=O)(=O)C2=CC(=CC=C2)Cl)C1)F)=O (4-{[4-(3-chloro-benzenesulfonyl)-3,4-dihydro-2H-benzo[1,4]oxazine-6-carbonyl]-amino}-2-fluoro-benzoic acid ethyl ester). As a reaction SMILES: [Cl:1][C:2]1[CH:3]=[C:4]([S:8]([N:11]2[C:16]3[CH:17]=[C:18]([C:21]([NH:23][C:24]4[CH:32]=[CH:31][C:27]([C:28]([OH:30])=[O:29])=[C:26]([F:33])[CH:25]=4)=[O:22])[CH:19]=[CH:20][C:15]=3[O:14][CH2:13][CH2:12]2)(=[O:10])=[O:9])[CH:5]=[CH:6][CH:7]=1.Cl[C:35]1C=C(S(Cl)(=O)=O)C=C[CH:40]=1>>[CH2:35]([O:29][C:28](=[O:30])[C:27]1[CH:31]=[CH:32][C:24]([NH:23][C:21]([C:18]2[CH:19]=[CH:20][C:15]3[O:14][CH2:13][CH2:12][N:11]([S:8]([C:4]4[CH:5]=[CH:6][CH:7]=[C:2]([Cl:1])[CH:3]=4)(=[O:9])=[O:10])[C:16]=3[CH:17]=2)=[O:22])=[CH:25][C:26]=1[F:33])[CH3:40]. Reported procedure: 4-{[4-(3-Chloro-benzenesulfonyl)-3,4-dihydro-2H-benzo[1,4]oxazine-6-carbonyl]-amino}-2-fluoro-benzoic acid, MS (ISP): m/e=489.1 (M−H), was prepared as described for example 21, steps 1 to 8. Step 7 was performed using 3-chloro-benzenesulfonyl chloride and yielded 4-{[4-(3-chloro-benzenesulfonyl)-3,4-dihydro-2H-benzo[1,4]oxazine-6-carbonyl]-amino}-2-fluoro-benzoic acid ethyl ester, which was hydrolyzed in step 8. The reactants are COC(=O)C=CCCOCC1CC(F)CN1C(=O)OC(C)(C)C, C, CO, [Pd]. The product is COC(=O)CCCCOCC1CC(F)CN1C(=O)OC(C)(C)C. RXN SMILES: [C:1]([CH3:2])([CH3:3])([CH3:4])[O:5][C:6](=[O:7])[N:8]1[CH:9]([CH2:14][O:15][CH2:16][CH2:17][CH:18]=[CH:19][C:20](=[O:21])[O:22][CH3:23])[CH2:10][CH:11]([F:13])[CH2:12]1.[C:24].[CH3:26][OH:27].[Pd:25]>>[C:1]([CH3:2])([CH3:3])([CH3:4])[O:5][C:6](=[O:7])[N:8]1[CH:9]([CH2:14][O:15][CH2:16][CH2:17][CH2:18][CH2:19][C:20](=[O:21])[O:22][CH3:23])[CH2:10][CH:11]([F:13])[CH2:12]1. Reactants: COC(=O)Cc1ccc(CN(C)c2ccc(OCc3c(C(C)C)cnn3-c3c(Cl)cccc3Cl)cc2C)cc1, [Li+], C1COCCO1, [OH-]. The product is Cc1cc(OCc2c(C(C)C)cnn2-c2c(Cl)cccc2Cl)ccc1N(C)Cc1ccc(CC(=O)O)cc1. Reaction SMILES: [CH3:1][O:2][C:3]([CH2:4][c:5]1[cH:6][cH:7][c:8]([CH2:11][N:12]([CH3:13])[c:14]2[c:15]([CH3:38])[cH:16][c:17]([O:20][CH2:21][c:22]3[n:23](-[c:30]4[c:31]([Cl:37])[cH:32][cH:33][cH:34][c:35]4[Cl:36])[n:24][cH:25][c:26]3[CH:27]([CH3:28])[CH3:29])[cH:18][cH:19]2)[cH:9][cH:10]1)=[O:39].[Li+:40].[O:42]1[CH2:43][CH2:44][O:45][CH2:46][CH2:47]1.[OH-:41]>>[O:2]=[C:3]([CH2:4][c:5]1[cH:6][cH:7][c:8]([CH2:11][N:12]([CH3:13])[c:14]2[c:15]([CH3:38])[cH:16][c:17]([O:20][CH2:21][c:22]3[n:23](-[c:30]4[c:31]([Cl:37])[cH:32][cH:33][cH:34][c:35]4[Cl:36])[n:24][cH:25][c:26]3[CH:27]([CH3:28])[CH3:29])[cH:18][cH:19]2)[cH:9][cH:10]1)[OH:39]. Starting materials: Cl (HCl), ClC1=C(C=CC=C1NS(=O)(=O)CCC)C=1N=C(N(C1C1=NC(=NC=C1)NC[C@H](C)NC(OC(C)(C)C)=O)COCC[Si](C)(C)C)C1CC1 ((S)-tert-butyl 1-(4-(4-(2-chloro-3-(propylsulfonamido)phenyl)-2-cyclopropyl-1-((2-(trimethylsilyl)ethoxy)methyl)-1H-imidazol-5-yl)pyrimidin-2-ylamino)propan-2-ylcarbamate), Cl (HCl). The solvent is CCO (EtOH). Conditions: temperature 60 celsius, time 40 minute. The product is N[C@H](CNC1=NC=CC(=N1)C1=C(N=C(N1)C1CC1)C=1C(=C(C=CC1)NS(=O)(=O)CCC)Cl)C ((S)—N-(3-(5-(2-(2-aminopropylamino)pyrimidin-4-yl)-2-cyclopropyl-1H-imidazol-4-yl)-2-chlorophenyl)propane-1-sulfonamide). Isolated yield 107.1%. Reaction SMILES: [Cl:1][C:2]1[C:7]([NH:8][S:9]([CH2:12][CH2:13][CH3:14])(=[O:11])=[O:10])=[CH:6][CH:5]=[CH:4][C:3]=1[C:15]1[N:16]=[C:17]([CH:46]2[CH2:48][CH2:47]2)[N:18](COCC[Si](C)(C)C)[C:19]=1[C:20]1[CH:25]=[CH:24][N:23]=[C:22]([NH:26][CH2:27][C@@H:28]([NH:30]C(=O)OC(C)(C)C)[CH3:29])[N:21]=1.Cl>CCO>[NH2:30][C@@H:28]([CH3:29])[CH2:27][NH:26][C:22]1[N:21]=[C:20]([C:19]2[NH:18][C:17]([CH:46]3[CH2:48][CH2:47]3)=[N:16][C:15]=2[C:3]2[C:2]([Cl:1])=[C:7]([NH:8][S:9]([CH2:12][CH2:13][CH3:14])(=[O:11])=[O:10])[CH:6]=[CH:5][CH:4]=2)[CH:25]=[CH:24][N:23]=1. Procedure details: A solution of (S)-tert-butyl 1-(4-(4-(2-chloro-3-(propylsulfonamido)phenyl)-2-cyclopropyl-1-((2-(trimethylsilyl)ethoxy)methyl)-1H-imidazol-5-yl)pyrimidin-2-ylamino)propan-2-ylcarbamate (116 mg, 0.14 mmol) in EtOH (2 mL) was treated with aqueous 6.0 N HCl solution (0.8 mL, 4.8 mmol) and the resulting reaction was heated to 60° C. for 30 minutes, then at room temperature for 40 minutes. The reaction was allowed to cool to room temperature and the volatiles were removed in vacuo. Further drying und...